Dataset: the Open Reaction Database (ORD), a public repository of structured organic reaction records. Task: describe an organic reaction: reactants, conditions, products, and yield Reactants: aldehyde, tert.-butyloxycarbonyl, amine, Cl (hydrochloride), FC1=CC=C(C=C1)N1N=CC2=CC(=CC=C12)I (1-(4-fluorophenyl)-5-iodo-1H-indazole), N([C@@H](COCC1=CC=CC=C1)C(=O)O)C(=O)OC(C)(C)C (Boc-Ser(Bn)-OH), amide. Yields the product FC=1C=C(C=CC1)C([C@@H](N)COCC1=CC=CC=C1)OC=1C=C2C=NN(C2=CC1)C1=CC=C(C=C1)F ((αS)-3-Fluoro-β-[[1-(4-fluorophenyl)-1H-indazole-5-yl]oxy]-α-[(phenylmethoxy)methyl]benzeneethanamine), amine. RXN SMILES: [NH:1](C(OC(C)(C)C)=O)[C@H:2]([C:12]([OH:14])=O)[CH2:3][O:4][CH2:5][C:6]1[CH:11]=[CH:10][CH:9]=[CH:8][CH:7]=1.Cl.[F:23][C:24]1[CH:29]=[CH:28][C:27]([N:30]2[C:38]3[C:33](=[CH:34][C:35](I)=[CH:36][CH:37]=3)[CH:32]=[N:31]2)=[CH:26][CH:25]=1>>[F:23][C:24]1[CH:25]=[C:26]([CH:12]([O:14][C:35]2[CH:34]=[C:33]3[C:38](=[CH:37][CH:36]=2)[N:30]([C:27]2[CH:28]=[CH:29][C:24]([F:23])=[CH:25][CH:26]=2)[N:31]=[CH:32]3)[C@H:2]([CH2:3][O:4][CH2:5][C:6]2[CH:7]=[CH:8][CH:9]=[CH:10][CH:11]=2)[NH2:1])[CH:27]=[CH:28][CH:29]=1. Reported procedure: (αS)-3-Fluoro-β-[[1-(4-fluorophenyl)-1H-indazole-5-yl]oxy]-α-[(phenylmethoxy)methyl]benzeneethanamine is synthesized in analogy to the sequence previously described in example 1: commercially available Boc-Ser(Bn)-OH is transformed into its Weinreb-amide. Reduction to the aldehyde with LiAl4, reaction with 3-fluorophenylgrignard, cleavage of the tert.-butyloxycarbonyl protecting group, liberation of the amine from the hydrochloride and etherification with 1-(4-fluorophenyl)-5-iodo-1H-indazole gi... Starting materials: [Si](C)(C)(C(C)(C)C)O[C@H]1C[C@@H](CC2=CC=C3[C@@H]4CC=C([C@@H](C)O)[C@]4(CC[C@@H]3[C@@]12C)C)O[Si](C)(C)C(C)(C)C (1α,3β-bis(tert-butyldimethylsilyloxy)-20(R)-hydroxypregna-5,7,16-triene), [H-].[Na+] (sodium hydride), 15-crown-5(10 μl), BrC\C=C/C(CC)(O[Si](CC)(CC)CC)CC ((Z)-1-bromo-4-ethyl-4-triethylsilyloxy-2-hexene). Solvent: O1CCCC1 (tetrahydrofuran). Product: [Si](C)(C)(C(C)(C)C)O[C@H]1C[C@@H](CC2=CC=C3[C@@H]4CC=C([C@@H](C)OC\C=C/C(CC)(O[Si](CC)(CC)CC)CC)[C@]4(CC[C@@H]3[C@@]12C)C)O[Si](C)(C)C(C)(C)C (1α,3β-bis(tert-Butyldimethylsilyloxy)-20(R)-{(Z)-(4-ethyl-4-triethylsilyloxy-2-hexenyloxy)}pregna-5,7,16-triene). The yield is 98.9%. RXN SMILES: [Si:1]([O:8][C@@H:9]1[C@@:28]2([CH3:29])[C:13](=[CH:14][CH:15]=[C:16]3[C@@H:27]2[CH2:26][CH2:25][C@@:24]2([CH3:30])[C@H:17]3[CH2:18][CH:19]=[C:20]2[C@H:21]([OH:23])[CH3:22])[CH2:12][C@@H:11]([O:31][Si:32]([C:35]([CH3:38])([CH3:37])[CH3:36])([CH3:34])[CH3:33])[CH2:10]1)([C:4]([CH3:7])([CH3:6])[CH3:5])([CH3:3])[CH3:2].[H-].[Na+].Br[CH2:42]/[CH:43]=[CH:44]\[C:45]([CH2:56][CH3:57])([O:48][Si:49]([CH2:54][CH3:55])([CH2:52][CH3:53])[CH2:50][CH3:51])[CH2:46][CH3:47]>O1CCCC1>[Si:1]([O:8][C@@H:9]1[C@@:28]2([CH3:29])[C:13](=[CH:14][CH:15]=[C:16]3[C@@H:27]2[CH2:26][CH2:25][C@@:24]2([CH3:30])[C@H:17]3[CH2:18][CH:19]=[C:20]2[C@H:21]([O:23][CH2:42]/[CH:43]=[CH:44]\[C:45]([CH2:56][CH3:57])([O:48][Si:49]([CH2:54][CH3:55])([CH2:50][CH3:51])[CH2:52][CH3:53])[CH2:46][CH3:47])[CH3:22])[CH2:12][C@@H:11]([O:31][Si:32]([C:35]([CH3:37])([CH3:36])[CH3:38])([CH3:33])[CH3:34])[CH2:10]1)([C:4]([CH3:7])([CH3:6])[CH3:5])([CH3:3])[CH3:2] |f:1.2|. Procedure: Under the same conditions as in Example 83, 1α,3β-bis(tert-butyldimethylsilyloxy)-20(R)-hydroxypregna-5,7,16-triene (60.0 mg, 0.107 mmol), sodium hydride (60%, 17.1 mg, 0.428 mmol), 15-crown-5(10 μl) and (Z)-1-bromo-4-ethyl-4-triethylsilyloxy-2-hexene (103 mg, 0.321 mmol) were reacted in tetrahydrofuran (1 ml) and worked up, and then the residue was purified by preparative thin layer chromatography (0.5 mm×2, hexane:ethyl acetate=40:1, developed once) to give the title compound as a colorless oi...